This data is from the Open Reaction Database (ORD), a public repository of structured organic reaction records. The task is: describe an organic reaction: reactants, conditions, products, and yield Reactants: TEA, BrC1=C(C=C(C=C1)O)C (4-bromo-3-methylphenol), C1(=CC=CC=C1)B(O)O (benzeneboronic acid), cupric acetate, C(Cl)Cl (DCM). Run at time 48 hour. Yields the product BrC1=CC(=C(C=C1)OC1=CC=CC=C1)C (4-Bromo-2-methyl-1-phenoxybenzene). Reaction SMILES: [Br:1][C:2]1[CH:7]=[CH:6][C:5]([OH:8])=[CH:4][C:3]=1C.[C:10]1(B(O)O)[CH:15]=[CH:14][CH:13]=[CH:12][CH:11]=1.[CH2:19](Cl)Cl>>[Br:1][C:2]1[CH:3]=[CH:4][C:5]([O:8][C:10]2[CH:15]=[CH:14][CH:13]=[CH:12][CH:11]=2)=[C:6]([CH3:19])[CH:7]=1. Procedure: Into a 100 mL round bottom flask was added 4-bromo-3-methylphenol (1.00 g, 5.35 mmol), benzeneboronic acid (1.30 g, 10.7 mmol), cupric acetate (1.4 g, 7.70 mmol) and DCM (50 mL). TEA (4.0 mL, 29.0 mmol) was then added followed by 4 A° molecular sieves and the reaction mixture was stirred at rt for 48 h. Reaction mixture was then filtered through celite. The filtrate was concentrated in vacuo to give a residue which was purified by silica gel chromatography, eluting with 5% EtOAc in hexane.